This data is from the Open Reaction Database (ORD), a public repository of structured organic reaction records. The task is: describe an organic reaction: reactants, conditions, products, and yield Starting materials: CC(C)S(=O)(=O)c1ccc(-c2ccc(CC(C#N)NC(=O)C3(NC(=O)OC(C)(C)C)CCOCC3)cc2)cc1, O=CO. Yields the product CC(C)S(=O)(=O)c1ccc(-c2ccc(CC(C#N)NC(=O)C3(N)CCOCC3)cc2)cc1. As a reaction SMILES: [C:1](#[N:2])[CH:3]([CH2:4][c:5]1[cH:6][cH:7][c:8](-[c:11]2[cH:12][cH:13][c:14]([S:17](=[O:18])(=[O:19])[CH:20]([CH3:21])[CH3:22])[cH:15][cH:16]2)[cH:9][cH:10]1)[NH:23][C:24](=[O:25])[C:26]1([NH:32][C:33](=[O:34])[O:35][C:36]([CH3:37])([CH3:38])[CH3:39])[CH2:27][CH2:28][O:29][CH2:30][CH2:31]1.[CH:40]([OH:41])=[O:42]>>[C:1](#[N:2])[CH:3]([CH2:4][c:5]1[cH:6][cH:7][c:8](-[c:11]2[cH:12][cH:13][c:14]([S:17](=[O:18])(=[O:19])[CH:20]([CH3:21])[CH3:22])[cH:15][cH:16]2)[cH:9][cH:10]1)[NH:23][C:24](=[O:25])[C:26]1([NH2:32])[CH2:27][CH2:28][O:29][CH2:30][CH2:31]1. Reactants: CC=1OC2=C(C=CC=C2C(C1)=O)C=O (2-methyl-4-oxo-4H-chromene-8-carbaldehyde), COC=1C=C(C=CC1)C(CC(C)=O)=O (1-(3-methoxyphenyl)butane-1,3-dione), C(C)(=O)O (acetic acid), N1CCCCC1 (piperidine). Run in ClCCl (dichloromethane). The product is COC=1C=C(C=CC1)C(C(C(C)=O)=CC=1C=CC=C2C(C=C(OC12)C)=O)=O (1-(3-Methoxyphenyl)-2-[(2-methyl-4-oxo-4H-chromen-8-yl)methylene]butane-1,3-dione). Reaction SMILES: [CH3:1][C:2]1[O:3][C:4]2[C:9]([C:10](=[O:12])[CH:11]=1)=[CH:8][CH:7]=[CH:6][C:5]=2[CH:13]=O.[CH3:15][O:16][C:17]1[CH:18]=[C:19]([C:23](=[O:28])[CH2:24][C:25](=[O:27])[CH3:26])[CH:20]=[CH:21][CH:22]=1.C(O)(=O)C.N1CCCCC1>ClCCl>[CH3:15][O:16][C:17]1[CH:18]=[C:19]([C:23](=[O:28])[C:24](=[CH:13][C:5]2[CH:6]=[CH:7][CH:8]=[C:9]3[C:4]=2[O:3][C:2]([CH3:1])=[CH:11][C:10]3=[O:12])[C:25](=[O:27])[CH3:26])[CH:20]=[CH:21][CH:22]=1. Procedure details: 250 mg (1.32 mmol) of 2-methyl-4-oxo-4H-chromene-8-carbaldehyde are dissolved with 280.9 mg (1.46 mmol) of 1-(3-methoxyphenyl)butane-1,3-dione, 99.7 mg (1.66 mmol) of acetic acid and 11.3 mg (0.13 mmol) of piperidine in 5 ml of dichloromethane and, after addition of molecular sieves, heated under reflux under argon for 4 h. The solvent is removed after filtration in vacuo. 479 mg (98% of theory) of the title compound are obtained and are employed without further purification in the next stage. Starting materials: NC1=C(C(=O)NC2=NN=NN2)C=C(C=C1)C (2-amino-5-methyl-N-(1H-tetrazol-5-yl)benzamide), C(C)OC(CC)(OCC)OCC (1,1,1-triethoxypropane). The solvent is COCCO (2-methoxyethanol). The product is N1=CNC(C2=CC=CC=C12)=O (4(3H)-quinazolinone). Reaction SMILES: N[C:2]1[CH:15]=[CH:14][C:13](C)=[CH:12][C:3]=1[C:4]([NH:6][C:7]1NN=N[N:8]=1)=[O:5].C(OC(OCC)(OCC)CC)C>COCCO>[N:8]1[C:12]2[C:3](=[CH:2][CH:15]=[CH:14][CH:13]=2)[C:4](=[O:5])[NH:6][CH:7]=1. Procedure: A slurry of 7.0 g of 2-amino-5-methyl-N-(1H-tetrazol-5-yl)benzamide and 5.7 g of 1,1,1-triethoxypropane in 50 ml of 2-methoxyethanol was heated at reflux for 48 hours. The solution was cooled and concentrated to a small volume. The resulting solid was then collected and air dried to give 2-ethyl-6-methyl-3-(1H)-tetrazol-5-yl)-4(3H)-quinazolinone melting at about 204°-205° C., after recrystallization from a mixture of dimethylformamide and water. Reactants: COc1ccc(CO)cc1OCCN(C)C, O=S(=O)(Nc1nc2ccccc2nc1Cl)c1ccccc1Cl. Yields the product COc1ccc(COc2nc3ccccc3nc2NS(=O)(=O)c2ccccc2Cl)cc1OCCN(C)C. As a reaction SMILES: [CH3:23][N:24]([CH2:25][CH2:26][O:27][c:28]1[cH:29][c:30]([CH2:36][OH:37])[cH:31][cH:32][c:33]1[O:34][CH3:35])[CH3:38].[Cl:1][c:2]1[c:3]([S:8](=[O:9])(=[O:10])[NH:11][c:12]2[n:13][c:14]3[cH:15][cH:16][cH:17][cH:18][c:19]3[n:20][c:21]2[Cl:22])[cH:4][cH:5][cH:6][cH:7]1>>[Cl:1][c:2]1[c:3]([S:8](=[O:9])(=[O:10])[NH:11][c:12]2[n:13][c:14]3[cH:15][cH:16][cH:17][cH:18][c:19]3[n:20][c:21]2[O:37][CH2:36][c:30]2[cH:29][c:28]([O:27][CH2:26][CH2:25][N:24]([CH3:23])[CH3:38])[c:33]([O:34][CH3:35])[cH:32][cH:31]2)[cH:4][cH:5][cH:6][cH:7]1. The reactants are ice, C(C)N1C(NCC1)=S (1-ethyl-imidazolidine-2-thion), N(=O)[O-].[Na+] (NaNO2), Cl (HCl). Run in ClCCl (dichloromethane). Yields the product C(C)N1C(N(CC1)N=O)=S (1-ethyl-3-nitrosoimidazolidine-2-thion). Reaction SMILES: [CH2:1]([N:3]1[CH2:7][CH2:6][NH:5][C:4]1=[S:8])[CH3:2].[N:9]([O-])=[O:10].[Na+].Cl>ClCCl>[CH2:1]([N:3]1[CH2:7][CH2:6][N:5]([N:9]=[O:10])[C:4]1=[S:8])[CH3:2] |f:1.2|. Reported procedure: To an ice-cooled mixture of 6.81 g of 1-ethyl-imidazolidine-2-thion and 3.6 g of NaNO2 in 440 ml of dichloromethane 63 ml of 1 M HCl are added dropwise and the mixture obtained is stirred for ca 10 minutes. A two phase system is obtained and the phases are separated. The organic phase is washed with H2O, dried over Na2SO4 and the solvent is evaporated off. Solid 1-ethyl-3-nitrosoimidazolidine-2-thion is obtained. The reactants are CC1(C)OC(=O)C(Cc2ccc(OCc3ccccc3)cc2)O1, CCOC(C)=O. The product is CC1(C)OC(=O)C(Cc2ccc(O)cc2)O1. As a reaction SMILES: [CH2:1]([c:2]1[cH:3][cH:4][cH:5][cH:6][cH:7]1)[O:8][c:9]1[cH:10][cH:11][c:12]([CH2:13][CH:14]2[C:15](=[O:21])[O:16][C:17]([CH3:19])([CH3:20])[O:18]2)[cH:22][cH:23]1.[CH3:24][CH2:25][O:26][C:27]([CH3:28])=[O:29]>>[OH:8][c:9]1[cH:10][cH:11][c:12]([CH2:13][CH:14]2[C:15](=[O:21])[O:16][C:17]([CH3:19])([CH3:20])[O:18]2)[cH:22][cH:23]1. Run in C(CCC)O.O (butanol water). The reactants are C(C)P(=O)(CCC(=O)O)OCCCC (3-(ethylbutoxyphosphinyl)propionic acid), O (water). Run at time 4 hour. Product: C(C)P(=O)(CCC(=O)O)O (3-(ethylhydroxyphosphinyl)propionic acid). As a reaction SMILES: [CH2:1]([P:3]([O:10]CCCC)([CH2:5][CH2:6][C:7]([OH:9])=[O:8])=[O:4])[CH3:2].O>C(O)CCC.O>[CH2:1]([P:3]([OH:10])([CH2:5][CH2:6][C:7]([OH:9])=[O:8])=[O:4])[CH3:2] |f:2.3|. Procedure details: 444 g (2 mol) of 3-(ethylbutoxyphosphinyl)propionic acid (produced as in Example 13) are initially charged in a 1 l five-neck flask equipped with thermometer, reflux condenser, high-performance stirrer and dropping funnel. At 160° C., during 4 h, 500 ml of water are metered in and a butanol-water mixture is distilled off. The solid residue is recrystallized from acetone to obtain 309 g (93% of theory) of 3-(ethylhydroxyphosphinyl)propionic acid as colorless solid. Isolated yield 93.0%.